Dataset: the Open Reaction Database (ORD), a public repository of structured organic reaction records. Task: describe an organic reaction: reactants, conditions, products, and yield RXN SMILES: [CH3:1][N:2]1[C@H:16]2[C@@H:6]([C:7]3[CH:8]=[CH:9][CH:10]=[C:11]4[C:17]=3[C:14]([CH2:15]2)=[CH:13][NH:12]4)[CH2:5][C:4](=O)[CH2:3]1.C.[CH3:20][O:21][C:22]1[CH:27]=[CH:26][C:25]([NH2:28])=[CH:24][N:23]=1.[H][H]>C(O)(=O)C.[Pd]>[CH3:1][N:2]1[C@H:16]2[C@@H:6]([C:7]3[CH:8]=[CH:9][CH:10]=[C:11]4[C:17]=3[C:14]([CH2:15]2)=[CH:13][NH:12]4)[CH2:5][CH:4]([NH:28][C:25]2[CH:26]=[CH:27][C:22]([O:21][CH3:20])=[N:23][CH:24]=2)[CH2:3]1. Procedure details: A solution of 35.6 g of 6-methyl-8-oxo-ergoline in 1.4 liters of glacial acetic acid is slowly added dropwise to 35 g of 10% palladium on active charcoal and 18.6 g of 2-methoxy-5-aminopyridine in 400 cc of glacial acetic acid with simultaneous hydrogenation under normal conditions. The addition is effected within about 7 hours. After the hydrogen take up is complete, the catalyst is filtered off, the filtrate is concentrated in a vacuum and the resulting residue is taken up in methylene chlorid... Reagents/catalysts: [Pd] (palladium). Run in C(C)(=O)O (acetic acid), C(C)(=O)O (acetic acid). Conditions: time 7 hour. Yields the product CN1CC(C[C@@H]2C=3C=CC=C4NC=C(C[C@@H]12)C34)NC=3C=CC(=NC3)OC (6-methyl-8-(2-methoxy-5-pyridylamino)ergoline). Starting materials: CN1CC(C[C@@H]2C=3C=CC=C4NC=C(C[C@@H]12)C34)=O (6-methyl-8-oxo-ergoline), C (charcoal), COC1=NC=C(C=C1)N (2-methoxy-5-aminopyridine), [H][H] (hydrogen). The product is CS(=O)(=O)OCCS(=O)(=O)c1cccc([N+](=O)[O-])c1. Starting materials: CS(=O)(=O)Cl, ClCCl, O=[N+]([O-])c1cccc(S(=O)(=O)CCO)c1, c1ccncc1. Reaction SMILES: [CH3:16][S:17]([Cl:18])(=[O:19])=[O:20].[Cl:21][CH2:22][Cl:23].[N+:1](=[O:2])([O-:3])[c:4]1[cH:5][c:6]([S:10](=[O:11])(=[O:12])[CH2:13][CH2:14][OH:15])[cH:7][cH:8][cH:9]1.[cH:24]1[cH:25][cH:26][n:27][cH:28][cH:29]1>>[N+:1](=[O:2])([O-:3])[c:4]1[cH:5][c:6]([S:10](=[O:11])(=[O:12])[CH2:13][CH2:14][O:15][S:17]([CH3:16])(=[O:19])=[O:20])[cH:7][cH:8][cH:9]1. The reactants are ClC1=C(CCl)C(=CC=C1)F (2-chloro-6-fluorobenzyl chloride), N1CCNCC1 (piperazine). The solvent is C1CCOC1 (THF). Yields the product ClC1=C(CN2CCNCC2)C(=CC=C1)F (1-(2-chloro-6-fluorobenzyl)piperazine). RXN SMILES: [Cl:1][C:2]1[CH:9]=[CH:8][CH:7]=[C:6]([F:10])[C:3]=1[CH2:4]Cl.[NH:11]1[CH2:16][CH2:15][NH:14][CH2:13][CH2:12]1>C1COCC1>[Cl:1][C:2]1[CH:9]=[CH:8][CH:7]=[C:6]([F:10])[C:3]=1[CH2:4][N:11]1[CH2:16][CH2:15][NH:14][CH2:13][CH2:12]1. Procedure: Synthesized according to General Procedure A: 2-chloro-6-fluorobenzyl chloride (4{7}, 5 mL, 39.1 mmol, 1 equiv.), piperazine (20.2 g, 234.8 mmol, 6 equiv.), THF (85.4 mL). Purification with flash column chromatography on silica gel (4:1 EtOAc:MeOH) afforded 5{7} (6.92 g, 77%) as a white solid. 1H-NMR (400 MHz, CDCl3): δ 7.14-7.08 (m, 2H), 6.94-6.86 (m, 1H), 3.62 (d, 2H, J=2.0 Hz), 2.78 (t, 4H, J=4.8 Hz), 2.44 (br s, 4H), 1.40 (br s, 1H). 13C-NMR (100 MHz, CDCl3): δ 161.8 (d, JC-F=247.5 Hz), 136.... The reactants are C=CCCCCC1CN(OCc2ccccc2)C1=O, Cl, [Li+], [OH-], O, O. As a reaction SMILES: [CH2:1]([CH2:2][CH2:3][CH2:4][CH:5]=[CH2:6])[CH:7]1[C:8](=[O:19])[N:9]([O:11][CH2:12][c:13]2[cH:14][cH:15][cH:16][cH:17][cH:18]2)[CH2:10]1.[ClH:23].[Li+:22].[OH-:21].[OH2:20].[OH2:24]>>[CH2:1]([CH2:2][CH2:3][CH2:4][CH:5]=[CH2:6])[CH:7]([C:8]([OH:19])=[O:20])[CH2:10][NH:9][O:11][CH2:12][c:13]1[cH:14][cH:15][cH:16][cH:17][cH:18]1. Yields the product C=CCCCCC(CNOCc1ccccc1)C(=O)O. Reactants: CC(C=C(Br)Br)(C)C1=CC=C(C=C1)OC (4-(1,1-Dimethyl-3,3-dibromo-2-propenyl)anisole), [Li]CCCC (n-BuLi), CI (MeI). Solvent: C1CCOC1 (THF). Conditions: temperature 0 celsius, time 1.5 hour. Yields the product CC(C#CC)(C)C1=CC=C(C=C1)OC (4-(1,1-Dimethyl-2-butynyl)anisole). Isolated yield 86.0%. RXN SMILES: [CH3:1][C:2]([C:8]1[CH:13]=[CH:12][C:11]([O:14][CH3:15])=[CH:10][CH:9]=1)([CH3:7])[CH:3]=[C:4](Br)Br.[Li][CH2:17]CCC.CI>C1COCC1>[CH3:1][C:2]([C:8]1[CH:13]=[CH:12][C:11]([O:14][CH3:15])=[CH:10][CH:9]=1)([CH3:7])[C:3]#[C:4][CH3:17]. Procedure: To a stirred solution of Compound 53 (335 mg, 1.00 mmol) in THF (10 ml) was added n-BuLi (1.69M in hexane, 1.19 ml, 2.01 mmol) at -78° C. under N2, then warmed up to 0° C., and stirred for 1.5 h. MeI (213 mg, 1.50 mmol) was added, and stirred for 1.5 h at 0° C. The mixture was quenched by the addition of NH4Cl aq., and extracted with CH2Cl2. The combined organic layers were dried over MgSO4, filtered, and concentrated. This was purified by SiO2 chromatography to give Compound 54 (162 mg, 86%) as... Starting materials: IC1=CN(C2=CC=C(C=C12)C1=NN=C(S1)NCC1=CC=C(C=C1)OC)S(=O)(=O)C1=CC=C(C)C=C1 (5-(3-iodo-1-tosyl-1H-indol-5-yl)-N-(4-methoxybenzyl)-1,3,4-thiadiazol-2-amine), C1(CC1)NC1=NC(=CN=C1)[Sn](C)(C)C (N-cyclopropyl-6-(trimethylstannyl)pyrazin-2-amine). Reagents/catalysts: [Cu]I (copper(i) iodide), C=1C=CC(=CC1)[P](C=2C=CC=CC2)(C=3C=CC=CC3)[Pd]([P](C=4C=CC=CC4)(C=5C=CC=CC5)C=6C=CC=CC6)([P](C=7C=CC=CC7)(C=8C=CC=CC8)C=9C=CC=CC9)[P](C=1C=CC=CC1)(C=1C=CC=CC1)C=1C=CC=CC1 (Pd(PPh3)4). Solvent: CN(C)C=O (DMF), C(Cl)Cl (DCM). Conditions: temperature 100 celsius. Product: C1(CC1)NC1=CN=CC(=N1)C1=CN(C2=CC=C(C=C12)C1=NN=C(S1)NCC1=CC=C(C=C1)OC)S(=O)(=O)C1=CC=C(C)C=C1 (5-(3-(6-(cyclopropylamino)pyrazin-2-yl)-1-tosyl-1H-indol-5-yl)-N-(4-methoxybenzyl)-1,3,4-thiadiazol-2-amine). Yield: 23.6%. RXN SMILES: I[C:2]1[C:10]2[C:5](=[CH:6][CH:7]=[C:8]([C:11]3[S:15][C:14]([NH:16][CH2:17][C:18]4[CH:23]=[CH:22][C:21]([O:24][CH3:25])=[CH:20][CH:19]=4)=[N:13][N:12]=3)[CH:9]=2)[N:4]([S:26]([C:29]2[CH:35]=[CH:34][C:32]([CH3:33])=[CH:31][CH:30]=2)(=[O:28])=[O:27])[CH:3]=1.[CH:36]1([NH:39][C:40]2[CH:45]=[N:44][CH:43]=[C:42]([Sn](C)(C)C)[N:41]=2)[CH2:38][CH2:37]1>CN(C=O)C.C(Cl)Cl.[Cu]I.C1C=CC([P]([Pd]([P](C2C=CC=CC=2)(C2C=CC=CC=2)C2C=CC=CC=2)([P](C2C=CC=CC=2)(C2C=CC=CC=2)C2C=CC=CC=2)[P](C2C=CC=CC=2)(C2C=CC=CC=2)C2C=CC=CC=2)(C2C=CC=CC=2)C2C=CC=CC=2)=CC=1>[CH:36]1([NH:39][C:40]2[N:41]=[C:42]([C:2]3[C:10]4[C:5](=[CH:6][CH:7]=[C:8]([C:11]5[S:15][C:14]([NH:16][CH2:17][C:18]6[CH:19]=[CH:20][C:21]([O:24][CH3:25])=[CH:22][CH:23]=6)=[N:13][N:12]=5)[CH:9]=4)[N:4]([S:26]([C:29]4[CH:35]=[CH:34][C:32]([CH3:33])=[CH:31][CH:30]=4)(=[O:28])=[O:27])[CH:3]=3)[CH:43]=[N:44][CH:45]=2)[CH2:38][CH2:37]1 |^1:63,65,84,103|. Reported procedure: A glass microwave reaction vessel was charged with 5-(3-iodo-1-tosyl-1H-indol-5-yl)-N-(4-methoxybenzyl)-1,3,4-thiadiazol-2-amine (543 mg, 0.881 mmol) and N-cyclopropyl-6-(trimethylstannyl)pyrazin-2-amine (350 mg, 1.175 mmol) in DMF (3 mL) followed by copper(i) iodide (223 mg, 1.175 mmol) and Pd(PPh3)4 (67.9 mg, 0.059 mmol). The reaction was stirred and heated in a Initiator microwave reactor (Personal Chemistry, Biotage AB, Inc., Uppsala, Sweden) at 100° C. for 1 h, then diluted with DCM and was... Reactants: Intermediate 20, BrC1=CC(=CC=C1)S(=O)(=O)CCC (1-bromo-3-(propane-1-sulfonyl)-benzene), BrC1=CC(=CC=C1)S(=O)(=O)CCC (1-bromo-3-(propane-1-sulfonyl)-benzene), C(C)(C)(C)OC(COC=1C(=NC(=CC1)C)C#C)=O ((2-ethynyl-6-methyl-pyridin-3-yloxy)-acetic acid tert-butyl ester), C(C)(C)(C)OC(COC=1C(=NC(=CC1)C)C#C)=O ((2-ethynyl-6-methyl-pyridin-3-yloxy)-acetic acid tert-butyl ester). Product: C(C)(C)(C)OC(COC=1C(=NC(=CC1)C)C#CC1=CC(=CC=C1)S(=O)(=O)CCC)=O (tert-butyl[(6-methyl-2-{[3-(propylsulfonyl)phenyl]ethynyl}pyridin-3-yl)oxy]acetate). RXN SMILES: [C:1]([O:5][C:6](=[O:18])[CH2:7][O:8][C:9]1[C:10]([C:16]#[CH:17])=[N:11][C:12]([CH3:15])=[CH:13][CH:14]=1)([CH3:4])([CH3:3])[CH3:2].Br[C:20]1[CH:25]=[CH:24][CH:23]=[C:22]([S:26]([CH2:29][CH2:30][CH3:31])(=[O:28])=[O:27])[CH:21]=1>>[C:1]([O:5][C:6](=[O:18])[CH2:7][O:8][C:9]1[C:10]([C:16]#[C:17][C:24]2[CH:25]=[CH:20][CH:21]=[C:22]([S:26]([CH2:29][CH2:30][CH3:31])(=[O:27])=[O:28])[CH:23]=2)=[N:11][C:12]([CH3:15])=[CH:13][CH:14]=1)([CH3:4])([CH3:3])[CH3:2]. Reported procedure: Following the general method as outlined in Intermediate 20, starting from (2-ethynyl-6-methyl-pyridin-3-yloxy)-acetic acid tert-butyl ester (Intermediate 86) and 1-bromo-3-(propane-1-sulfonyl)-benzene (Intermediate 5), the title compound was obtained as a yellow sticky solid after purification by flash column chromatography (silica), eluting with cyclohexane containing increasing amounts of EtOAc. Reactants: C(C)(=O)N1C=2N(C3=C1C=CC=C3)N=C(C2SC(C)=O)C (4-Acetyl-3-acetylthio-2-methylpyrazolo[1,5-a]benzimidazole), Cl (hydrochloric acid). Solvent: C(C)O (ethanol). The product is CC1=NN2C(NC3=C2C=CC=C3)=C1 (2-Methylpyrazolo[1,5-a]benzimidazole). As a reaction SMILES: C([N:4]1[C:8]2[CH:9]=[CH:10][CH:11]=[CH:12][C:7]=2[N:6]2[N:13]=[C:14]([CH3:20])[C:15](SC(=O)C)=[C:5]12)(=O)C.Cl>C(O)C>[CH3:20][C:14]1[CH:15]=[C:5]2[NH:4][C:8]3[CH:9]=[CH:10][CH:11]=[CH:12][C:7]=3[N:6]2[N:13]=1. Procedure: 4-Acetyl-3-acetylthio-2-methylpyrazolo[1,5-a]benzimidazole (2.0 g, 6.97 mmole) was added to a mixture of concentrated hydrochloric acid (5 ml) and ethanol (30 ml) and refluxed for 5 hr. A yellow solid precipitated during the heating period and was filtered off after cooling, 0.9 g. This was a mixture of several components, none of them being the required product, and was discarded. The ethanolic solution was poured into a solution of sodium bicarbonate (excess) in water (300 ml) and the white so... Starting materials: O=C([O-])[O-], Cc1ccc(S(=O)(=O)OCC(F)(F)C(F)(F)F)cc1, CCOC(C)=O, [K+], [K+], CN(C)C=O, O=Cc1ccc(O)cc1. The product is O=Cc1ccc(OCC(F)(F)C(F)(F)F)cc1. RXN SMILES: [C:10](=[O:11])([O-:12])[O-:13].[CH3:16][c:17]1[cH:18][cH:19][c:20]([S:21]([O:22][CH2:27][C:28]([C:29]([F:30])([F:31])[F:32])([F:33])[F:34])(=[O:23])=[O:24])[cH:25][cH:26]1.[CH3:40][CH2:41][O:42][C:43](=[O:44])[CH3:45].[K+:14].[K+:15].[O:35]=[CH:36][N:37]([CH3:38])[CH3:39].[OH:1][c:2]1[cH:3][cH:4][c:5]([CH:6]=[O:7])[cH:8][cH:9]1>>[O:1]([c:2]1[cH:3][cH:4][c:5]([CH:6]=[O:7])[cH:8][cH:9]1)[CH2:27][C:28]([C:29]([F:30])([F:31])[F:32])([F:33])[F:34]. Reactants: C(C1=CC=CC=C1)OC=1C=C2CCN(CC2=CC1)CC1(COC(OC1)(C)C)NC(OC(C)(C)C)=O (tert-Butyl 5-((6-(benzyloxy)-3,4-dihydroisoquinolin-2(1H)-yl)methyl)-2,2-dimethyl-1,3-dioxan-5-ylcarbamate), CC1(OCC(CO1)(CNC1=CC=C(C=C1)CCCCCCCC)NC(OCCCC)=O)C (butyl 2,2-dimethyl-5-((4-octylphenylamino)methyl)-1,3-dioxan-5-ylcarbamate). Product: NC(CO)(CO)CN1CC2=CC=C(C=C2CC1)OCC1=CC=CC=C1 (2-Amino-2-((6-(benzyloxy)-3,4-dihydroisoquinolin-2(1H)-yl)methyl)propane-1,3-diol). Isolated yield 71.0%. As a reaction SMILES: [CH2:1]([O:8][C:9]1[CH:10]=[C:11]2[C:16](=[CH:17][CH:18]=1)[CH2:15][N:14]([CH2:19][C:20]1([NH:28]C(=O)OC(C)(C)C)[CH2:25][O:24]C(C)(C)[O:22][CH2:21]1)[CH2:13][CH2:12]2)[C:2]1[CH:7]=[CH:6][CH:5]=[CH:4][CH:3]=1.CC1(C)OCC(NC(=O)OCCCC)(CNC2C=CC(CCCCCCCC)=CC=2)CO1>>[NH2:28][C:20]([CH2:19][N:14]1[CH2:13][CH2:12][C:11]2[C:16](=[CH:17][CH:18]=[C:9]([O:8][CH2:1][C:2]3[CH:3]=[CH:4][CH:5]=[CH:6][CH:7]=3)[CH:10]=2)[CH2:15]1)([CH2:21][OH:22])[CH2:25][OH:24]. Procedure details: When the product of Step E was substituted for tea-butyl 2,2-dimethyl-5-((4-octylphenylamino)methyl)-1,3-dioxan-5-ylcarbamate in Example 1, Step B, the identical process afforded the title compound in 71% yield, as a creamy solid. 1H-NMR (CDCl3) 2.5-2.9 (m, 10H+H2O); 3.4-3.6 (m, 4H); 3.72 (s, 2H); 5.01 (s, 2H); 6.6-6.8 (m, 2H); 6.81-6.95 (m, 1H); 7.25-7.45 (m, 5H).